From a dataset of the Open Reaction Database (ORD), a public repository of structured organic reaction records. describe an organic reaction: reactants, conditions, products, and yield Reactants: NNC(=O)c1ccc(O)c(Cl)c1, Cc1c(NC(C(=O)O)C(C)O)ccc(C#N)c1Cl. Yields the product Cc1c(NC(C(=O)NNC(=O)c2ccc(O)c(Cl)c2)C(C)O)ccc(C#N)c1Cl. RXN SMILES: [Cl:19][c:20]1[cH:21][c:22]([C:23](=[O:24])[NH:25][NH2:26])[cH:27][cH:28][c:29]1[OH:30].[Cl:1][c:2]1[c:3]([CH3:18])[c:4]([NH:10][CH:11]([C:12](=[O:13])[OH:14])[CH:15]([CH3:16])[OH:17])[cH:5][cH:6][c:7]1[C:8]#[N:9]>>[Cl:1][c:2]1[c:3]([CH3:18])[c:4]([NH:10][CH:11]([C:12](=[O:14])[NH:26][NH:25][C:23]([c:22]2[cH:21][c:20]([Cl:19])[c:29]([OH:30])[cH:28][cH:27]2)=[O:24])[CH:15]([CH3:16])[OH:17])[cH:5][cH:6][c:7]1[C:8]#[N:9]. Starting materials: FC1=C(N)C=CC(=C1)F (2,4-difluoroaniline), C(C1=CC=CC=C1)=O (benzaldehyde), C1(=CC=CC=C1)C (toluene). The solvent is O (water). Yields the product C(C1=CC=CC=C1)=NC1=C(C=C(C=C1)F)F (N-benzal-2,4-difluoroaniline). The yield is 95.2%. RXN SMILES: [F:1][C:2]1[CH:8]=[C:7]([F:9])[CH:6]=[CH:5][C:3]=1[NH2:4].[CH:10](=O)[C:11]1[CH:16]=[CH:15][CH:14]=[CH:13][CH:12]=1.C1(C)C=CC=CC=1>O>[CH:10](=[N:4][C:3]1[CH:5]=[CH:6][C:7]([F:9])=[CH:8][C:2]=1[F:1])[C:11]1[CH:16]=[CH:15][CH:14]=[CH:13][CH:12]=1. Procedure: 322.8 g (2.5 mol) of 2,4-difluoroaniline, 265.3 g (2.5 mol) of benzaldehyde and 1000 ml of toluene are heated to reflux, and the water formed is removed for 5 hours at 90°-105° C. using a water separator. The toluene is removed by distillation on a vacuum rotary evaporator, and the product is recrystallized from hexane, to give 516.9 g (92.5 % of theory) of N-benzal-2,4-difluoroaniline, which melts at 51°-52° C. The reactants are C(C)OC(=O)C=1N=C(SC1)NC(C(CC1CCCC1)C1=CC=C(C=C1)C1=CC=CC=C1)=O (2-(2-biphenyl-4-yl-3-cyclopentyl-propionylamino)-thiazole-4-carboxylic acid ethyl ester), [H-].[Al+3].[Li+].[H-].[H-].[H-] (lithium aluminum hydride). Solvent: C(C)OCC (diethyl ether). Run at temperature 0 celsius. The product is hexanes ethyl acetate, C1(=CC=C(C=C1)C(C(=O)NC=1SC=C(N1)CO)CC1CCCC1)C1=CC=CC=C1 (2-biphenyl-4-yl-3-cyclopentyl-N-(4-hydroxymethyl-thiazol-2-yl)-propionamide). The yield is 48.5%. As a reaction SMILES: C([O:3][C:4]([C:6]1[N:7]=[C:8]([NH:11][C:12](=[O:32])[CH:13]([C:20]2[CH:25]=[CH:24][C:23]([C:26]3[CH:31]=[CH:30][CH:29]=[CH:28][CH:27]=3)=[CH:22][CH:21]=2)[CH2:14][CH:15]2[CH2:19][CH2:18][CH2:17][CH2:16]2)[S:9][CH:10]=1)=O)C.[H-].[Al+3].[Li+].[H-].[H-].[H-]>C(OCC)C>[C:23]1([C:26]2[CH:31]=[CH:30][CH:29]=[CH:28][CH:27]=2)[CH:22]=[CH:21][C:20]([CH:13]([CH2:14][CH:15]2[CH2:19][CH2:18][CH2:17][CH2:16]2)[C:12]([NH:11][C:8]2[S:9][CH:10]=[C:6]([CH2:4][OH:3])[N:7]=2)=[O:32])=[CH:25][CH:24]=1 |f:1.2.3.4.5.6|. Procedure details: A solution of 2-(2-biphenyl-4-yl-3-cyclopentyl-propionylamino)-thiazole-4-carboxylic acid ethyl ester (prepared in Example 1B-d, 150 mg, 0.33 mmol) in diethyl ether (3 mL) at 0° C. under nitrogen was slowly treated with lithium aluminum hydride powder (16 mg, 0.44 mmol). The resulting reaction mixture continued to stir at 0° C. and was then allowed to gradually warm to 25° C. The reaction mixture was then stirred at 25° C. over a period of 64 h. The reaction mixture was slowly quenched by the dr... Starting materials: C(C)O (ethanol), C(C)OC(CCN(C1CC(CC1)C)C1=NC(=NC=C1N)Cl)=O ((rac)-3-[(5-amino-2-chloro-pyrimidin-4-yl)-(3-methyl-cyclopentyl)-amino]-propanoic acid ethyl ester). Solvent: C(C)(=O)O (acetic acid). The product is ClC=1N=CC2=C(N(CCC(N2)=O)C2CC(CC2)C)N1 ((rac)-2-chloro-9-(3-methyl-cyclopentyl)-5,7,8,9-tetrahydro-pyrimido[4,5-b][1,4]diazepin-6-one). The yield is 80.6%. RXN SMILES: C(O)C.C([O:6][C:7](=O)[CH2:8][CH2:9][N:10]([C:17]1[C:22]([NH2:23])=[CH:21][N:20]=[C:19]([Cl:24])[N:18]=1)[CH:11]1[CH2:15][CH2:14][CH:13]([CH3:16])[CH2:12]1)C>C(O)(=O)C>[Cl:24][C:19]1[N:20]=[CH:21][C:22]2[NH:23][C:7](=[O:6])[CH2:8][CH2:9][N:10]([CH:11]3[CH2:15][CH2:14][CH:13]([CH3:16])[CH2:12]3)[C:17]=2[N:18]=1. Reported procedure: A mixture of 50 mL of ethanol, 1 mL of acetic acid and 2.6 g of the (rac)-3-[(5-amino-2-chloro-pyrimidin-4-yl)-(3-methyl-cyclopentyl)-amino]-propanoic acid ethyl ester (V-58) prepared in the previous step was heated at reflux overnight, and then concentrated under reduced pressure. The residue was taken up in dichloromethane and washed successively with 10% sodium bicarbonate solution, and then water and dried over anhydrous sodium sulfate. The mixture was filtered and then concentrated under re... The reactants are CC1CC(O)(c2ccc3c(c2)CN(Cc2ccccc2)C3)CC(C)O1, [H][H]. Product: CC1CC(O)(c2ccc3c(c2)CNC3)CC(C)O1. RXN SMILES: [CH2:1]([c:2]1[cH:3][cH:4][cH:5][cH:6][cH:7]1)[N:8]1[CH2:9][c:10]2[cH:11][cH:12][c:13]([C:17]3([OH:25])[CH2:18][CH:19]([CH3:24])[O:20][CH:21]([CH3:23])[CH2:22]3)[cH:14][c:15]2[CH2:16]1.[H:26][H:27]>>[NH:8]1[CH2:9][c:10]2[cH:11][cH:12][c:13]([C:17]3([OH:25])[CH2:18][CH:19]([CH3:24])[O:20][CH:21]([CH3:23])[CH2:22]3)[cH:14][c:15]2[CH2:16]1. Yields the product COc1ccc2c(c1)CCC1C2C(CCCCCCCCCS(=O)(=O)CCCC(F)(F)C(F)(F)F)CC2(C)C(OC(C)=O)CCC12. Reaction SMILES: [C:1]([CH3:2])(=[O:3])[O:4][CH:5]1[C:6]2([CH3:7])[CH:8]([CH2:9][CH2:10]1)[CH:11]1[CH2:12][CH2:13][c:14]3[cH:15][c:16]([OH:45])[cH:17][cH:18][c:19]3[CH:20]1[CH:21]([CH2:23][CH2:24][CH2:25][CH2:26][CH2:27][CH2:28][CH2:29][CH2:30][CH2:31][S:32](=[O:33])(=[O:34])[CH2:35][CH2:36][CH2:37][C:38]([C:39]([F:40])([F:41])[F:42])([F:43])[F:44])[CH2:22]2.[C:53](=[O:54])([OH:55])[O-:56].[CH3:46][O:47][S:48](=[O:49])(=[O:50])[OH:51].[CH3:58][C:59](=[O:60])[CH3:61].[ClH:52].[Na+:57].[OH2:62]>>[C:1]([CH3:2])(=[O:3])[O:4][CH:5]1[C:6]2([CH3:7])[CH:8]([CH2:9][CH2:10]1)[CH:11]1[CH2:12][CH2:13][c:14]3[cH:15][c:16]([O:45][CH3:46])[cH:17][cH:18][c:19]3[CH:20]1[CH:21]([CH2:23][CH2:24][CH2:25][CH2:26][CH2:27][CH2:28][CH2:29][CH2:30][CH2:31][S:32](=[O:33])(=[O:34])[CH2:35][CH2:36][CH2:37][C:38]([C:39]([F:40])([F:41])[F:42])([F:43])[F:44])[CH2:22]2. Starting materials: CC(=O)OC1CCC2C3CCc4cc(O)ccc4C3C(CCCCCCCCCS(=O)(=O)CCCC(F)(F)C(F)(F)F)CC12C, O=C([O-])O, COS(=O)(=O)O, CC(C)=O, Cl, [Na+], O.